From a dataset of the Open Reaction Database (ORD), a public repository of structured organic reaction records. describe an organic reaction: reactants, conditions, products, and yield The reactants are ClCCCCl (1,3-dichloropropane), Cl[SiH](Cl)Cl (trichlorosilane). Reagents/catalysts: [Cl-].C(CCC)[P+](CCCC)(CCCC)CCCC (tetrabutylphosphonium chloride). The product is Cl[Si](CCC[Si](Cl)(Cl)Cl)(Cl)Cl (1,3-bis(trichlorosilyl)propane), ClCCC[Si](Cl)(Cl)Cl ((3-chloropropyl)trichlorosilane). Isolated yield 14.0%. Reaction SMILES: [Cl:1][CH2:2][CH2:3][CH2:4]Cl.[Cl:6][SiH:7]([Cl:9])[Cl:8]>[Cl-].C([P+](CCCC)(CCCC)CCCC)CCC>[Cl:6][Si:7]([Cl:9])([Cl:8])[CH2:2][CH2:3][CH2:4][Si:7]([Cl:9])([Cl:8])[Cl:6].[Cl:1][CH2:2][CH2:3][CH2:4][Si:7]([Cl:9])([Cl:8])[Cl:6] |f:2.3|. Procedure details: In the same apparatus and procedure as Example 1 above, 0.44 g (1.50 mmol) of tetrabutylphosphonium chloride, 0.85 g (7.5 mmol) of 1,3-dichloropropane, and 10.16 g (75.0 mmol) of trichlorosilane were reacted at 150° C. for 10 hrs. The resulting mixture was distilled to give 1.68 g of 1,3-bis(trichlorosilyl)propane (yield; 72%) and 0.22 g of (3-chloropropyl)trichlorosilane (yield; 14%).